Dataset: the Open Reaction Database (ORD), a public repository of structured organic reaction records. Task: describe an organic reaction: reactants, conditions, products, and yield The reactants are C(C)OC(CCCCCCCCCCBr)=O (11-bromoundecanoic acid-ethyl ester), C(C1=CC=CC=C1)O[C@H]1C(O)O[C@@H]([C@H]([C@@H]1OCC1=CC=CC=C1)OCC1=CC=CC=C1)COCC1=CC=CC=C1 (2,3,4,6-tetra-O-benzyl-glucopyranose), COC(C)(C)C (methyl-tert-butyl ether), fine-powder, [OH-].[K+] (potassium hydroxide). The reagents and catalysts are [Cl-].C[N+](C)(C)C (tetramethylammonium chloride). Solvent: C1=CC=CC=C1 (benzene), C1=CC=CC=C1 (benzene). Conditions: temperature 0 celsius. The product is C(C1=CC=CC=C1)O[C@H]1C(OCC(=O)O)O[C@@H]([C@H]([C@@H]1OCC1=CC=CC=C1)OCC1=CC=CC=C1)COCC1=CC=CC=C1 (2,3,4,6-Tetra-O-benzyl-1-O-carboxymethyl-glucopyranose). RXN SMILES: [CH2:1]([O:8][C@@H:9]1[C@@H:15]([O:16][CH2:17][C:18]2[CH:23]=[CH:22][CH:21]=[CH:20][CH:19]=2)[C@H:14]([O:24][CH2:25][C:26]2[CH:31]=[CH:30][CH:29]=[CH:28][CH:27]=2)[C@@H:13]([CH2:32][O:33][CH2:34][C:35]2[CH:40]=[CH:39][CH:38]=[CH:37][CH:36]=2)[O:12][CH:10]1[OH:11])[C:2]1[CH:7]=[CH:6][CH:5]=[CH:4][CH:3]=1.[OH-].[K+].C([O:45][C:46](=[O:58])[CH2:47]CCCCCCCCCBr)C.COC(C)(C)C>[Cl-].C[N+](C)(C)C.C1C=CC=CC=1>[CH2:1]([O:8][C@@H:9]1[C@@H:15]([O:16][CH2:17][C:18]2[CH:23]=[CH:22][CH:21]=[CH:20][CH:19]=2)[C@H:14]([O:24][CH2:25][C:26]2[CH:27]=[CH:28][CH:29]=[CH:30][CH:31]=2)[C@@H:13]([CH2:32][O:33][CH2:34][C:35]2[CH:36]=[CH:37][CH:38]=[CH:39][CH:40]=2)[O:12][CH:10]1[O:11][CH2:47][C:46]([OH:58])=[O:45])[C:2]1[CH:3]=[CH:4][CH:5]=[CH:6][CH:7]=1 |f:1.2,5.6|. Reported procedure: A mixture that consists of 54.1 g (100 mmol) of 2,3,4,6-tetra-O-benzyl-glucopyranose, 0.55 g (5 mmol) of tetramethylammonium chloride and 33.7 g (600 mmol) of fine-powder potassium hydroxide in 350 ml of benzene is cooled to 0° C. At 0° C., 44 g (150 mmol) of 11-bromoundecanoic acid-ethyl ester, dissolved in 50 ml of benzene, is added in drops over 30 minutes while being stirred vigorously. It is stirred for two hours at 20° C. 250 ml of methyl-tert-butyl ether is added, solid is filtered out, a... Starting materials: Cl, [K+], Cc1c(N2CCC(C)(NC(=O)OC(C)(C)C)C2)c(F)c(N)c2c(=O)c(C(=O)O)cn(C3CC3)c12, [OH-], O. The product is Cc1c(N2CCC(C)(N)C2)c(F)c(N)c2c(=O)c(C(=O)O)cn(C3CC3)c12. Reaction SMILES: [ClH:35].[K+:37].[NH2:1][c:2]1[c:3]2[c:4](=[O:34])[c:5]([C:31](=[O:32])[OH:33])[cH:6][n:7]([CH:28]3[CH2:29][CH2:30]3)[c:8]2[c:9]([CH3:27])[c:10]([N:13]2[CH2:14][C:15]([CH3:18])([NH:19][C:20]([O:21][C:22]([CH3:23])([CH3:24])[CH3:25])=[O:26])[CH2:16][CH2:17]2)[c:11]1[F:12].[OH-:36].[OH2:38]>>[NH2:1][c:2]1[c:3]2[c:4](=[O:34])[c:5]([C:31](=[O:32])[OH:33])[cH:6][n:7]([CH:28]3[CH2:29][CH2:30]3)[c:8]2[c:9]([CH3:27])[c:10]([N:13]2[CH2:14][C:15]([CH3:18])([NH2:19])[CH2:16][CH2:17]2)[c:11]1[F:12]. Starting materials: C(C1=CC=CC=C1)N1N=NC(=C1O)CCC(=O)O (1-Benzyl-4-(2-carboxyethyl)-5-hydroxy-1,2,3-triazole), C(C)O (ethanol). Solvent: C(C)(=O)OCC (ethyl acetate). Yields the product C(C1=CC=CC=C1)N1N=NC(=C1O)CCC(=O)OCC (1-benzyl-4-(2-carbethoxyethyl)-5-hydroxy-1,2,3-triazole). RXN SMILES: [CH2:1]([N:8]1[C:12]([OH:13])=[C:11]([CH2:14][CH2:15][C:16]([OH:18])=[O:17])[N:10]=[N:9]1)[C:2]1[CH:7]=[CH:6][CH:5]=[CH:4][CH:3]=1.[CH2:19](O)[CH3:20]>C(OCC)(=O)C>[CH2:1]([N:8]1[C:12]([OH:13])=[C:11]([CH2:14][CH2:15][C:16]([O:18][CH2:19][CH3:20])=[O:17])[N:10]=[N:9]1)[C:2]1[CH:7]=[CH:6][CH:5]=[CH:4][CH:3]=1. Reported procedure: 1-Benzyl-4-(2-carboxyethyl)-5-hydroxy-1,2,3-triazole (5.0 g., 0.02 mol.) is suspended in 300 ml. of ethanol. Anhydrous hydrogen chloride gas is bubbled into the suspension for 30 minutes and the mixture is then heated on a steam bath for 20 minutes. The solution is cooled and evaporated to dryness to give a residue which is dissolved in 300 ml. of ethyl acetate. The ethyl acetate solution is washed with water, dried (MgSO4) and evaporated to dryness. Trituration with hexane containing a little a... Solvent: ClCCl (dichloromethane), C1CCOC1 (THF), CO (methanol). As a reaction SMILES: [O:1]([C:8]1[CH:13]=[CH:12][N:11]=[CH:10][C:9]=1[CH:14]=O)[C:2]1[CH:7]=[CH:6][CH:5]=[CH:4][CH:3]=1.[CH3:16][S:17]([CH2:19][S:20][CH3:21])=[O:18]>C1COCC1.CO.ClCCl>[CH3:16][S:17]([C:19]([S:20][CH3:21])=[CH:14][C:9]1[CH:10]=[N:11][CH:12]=[CH:13][C:8]=1[O:1][C:2]1[CH:7]=[CH:6][CH:5]=[CH:4][CH:3]=1)=[O:18]. Yield: 12.1%. Yields the product ether-ethyl acetate, CS(=O)C(=CC=1C=NC=CC1OC1=CC=CC=C1)SC (3-(2'-methylsulphinyl-2'-methylthiovinyl)-4-phenoxypyridine). Reactants: O(C1=CC=CC=C1)C1=C(C=NC=C1)C=O (4-phenoxy-3-pyridinecarboxaldehyde), CS(=O)CSC (methyl methylsulphinylmethyl sulphide), solution. Reported procedure: To a stirred solution of 4-phenoxy-3-pyridinecarboxaldehyde (0.687 g, 3.45 mmol) and methyl methylsulphinylmethyl sulphide (0.429 g, 3.45 mmol) in THF was added dropwise Triton B (0.53 ml, 40% solution in methanol). The mixture was heated at reflux for 2 hours, allowed to cool and then diluted with dichloromethane (150 ml). The solution was washed with saturated brine (2×) and the solvent was evaporated. Flash chromatography (eluent ether-ethyl acetate) of the resulting residue gave 3-(2'-methyl... Starting materials: CN, CC(C=O)NC(=O)OC(C)(C)C, [Na+], [Na+], O=S(=O)([O-])[O-], c1ccccc1. The product is CNCC(C)NC(=O)OC(C)(C)C. RXN SMILES: [CH3:1][NH2:2].[CH3:3][CH:4]([CH:5]=[O:6])[NH:7][C:8]([O:9][C:10]([CH3:11])([CH3:12])[CH3:13])=[O:14].[Na+:15].[Na+:16].[O-:17][S:18](=[O:19])(=[O:20])[O-:21].[cH:22]1[cH:23][cH:24][cH:25][cH:26][cH:27]1>>[CH3:1][NH:2][CH2:5][CH:4]([CH3:3])[NH:7][C:8]([O:9][C:10]([CH3:11])([CH3:12])[CH3:13])=[O:14]. The reactants are Cl (HCl), N[C@H](C(=O)O)CCC(=O)N[C@@H](CS)C(=O)NCC(=O)O (Glutathione), N(=O)[O-].[Na+] (sodium nitrite). Conditions: time 1 hour. Yields the product N[C@@H](CCC(=O)N[C@@H](CSN=O)C(=O)NCC(=O)O)C(=O)O (N-(N-L-γ-glutamyl-S-Nitroso-L-cysteinyl)glycine). Procedure: Glutathione (N-(N-L-γ-glutamyl-L-cysteinyl)glycine) (100 g, 0.325 mol) was dissolved in deoxygenated water (200 ml) and 2N HCl (162 ml) at room temperature and then the reaction mixture was cooled to 0° C. With rapid stirring, a solution of sodium nitrite (24.4 g, 0.35 mol) in water (40 ml) was added. Stirring with cooling of the reaction mixture was continued for approximately 1 hour, after which time the pink precipitate which formed was collected by vacuum filtration. The filter cake was resu... The solvent is O (water), O (water). RXN SMILES: [NH2:1][C@@H:2]([CH2:6][CH2:7][C:8]([NH:10][C@H:11]([C:14]([NH:16][CH2:17][C:18]([OH:20])=[O:19])=[O:15])[CH2:12][SH:13])=[O:9])[C:3]([OH:5])=[O:4].Cl.[N:22]([O-])=[O:23].[Na+]>O>[NH2:1][C@H:2]([C:3]([OH:5])=[O:4])[CH2:6][CH2:7][C:8]([NH:10][C@H:11]([C:14]([NH:16][CH2:17][C:18]([OH:20])=[O:19])=[O:15])[CH2:12][S:13][N:22]=[O:23])=[O:9] |f:2.3|.